From a dataset of the Open Reaction Database (ORD), a public repository of structured organic reaction records. describe an organic reaction: reactants, conditions, products, and yield Reactants: NC1=C(C=C(C=C1F)C)C(C(C1=CC=C(C=C1)Cl)[C@H](CCC)C1=CC=C(C(=O)NCCC(=O)O)C=C1)=O (N-(4-{(1S)-1-[2-(2-amino-3-fluoro-5-methylphenyl)-1-(4-chlorophenyl)-2-oxoethyl]butyl}benzoyl)-β-alanine), N(=O)[O-].[Na+] (NaNO2), Cl[Sn]Cl (SnCl2). Solvent: O (water), Cl (HCl). Conditions: temperature 0 celsius, time 30 minute. The product is ClC1=CC=C(C=C1)[C@@H]([C@H](CCC)C1=CC=C(C(=O)NCCC(=O)O)C=C1)C1=NNC2=C(C=C(C=C12)C)F (N-(4-{(1S)-1-[(R)-(4-chlorophenyl)(7-fluoro-5-methyl-1H-indazol-3-yl)methyl]butyl}benzoyl)-β-alanine). As a reaction SMILES: [NH2:1][C:2]1[C:7]([F:8])=[CH:6][C:5]([CH3:9])=[CH:4][C:3]=1[C:10](=O)[CH:11]([C@@H:19]([C:23]1[CH:36]=[CH:35][C:26]([C:27]([NH:29][CH2:30][CH2:31][C:32]([OH:34])=[O:33])=[O:28])=[CH:25][CH:24]=1)[CH2:20][CH2:21][CH3:22])[C:12]1[CH:17]=[CH:16][C:15]([Cl:18])=[CH:14][CH:13]=1.[N:38]([O-])=O.[Na+].Cl[Sn]Cl>Cl.O>[Cl:18][C:15]1[CH:16]=[CH:17][C:12]([C@H:11]([C:10]2[C:3]3[C:2](=[C:7]([F:8])[CH:6]=[C:5]([CH3:9])[CH:4]=3)[NH:1][N:38]=2)[C@@H:19]([C:23]2[CH:24]=[CH:25][C:26]([C:27]([NH:29][CH2:30][CH2:31][C:32]([OH:34])=[O:33])=[O:28])=[CH:35][CH:36]=2)[CH2:20][CH2:21][CH3:22])=[CH:13][CH:14]=1 |f:1.2|. Procedure: The product from Step A (74 mg, 0.14 mmol) was suspended in concentrated HCl (1 mL) then cooled to 0° C. To the stirred suspension was added a solution of NaNO2 (7.5 mg, 0.11 mmol) in water, then the mixture was stirred for 30 minutes. Solid SnCl2 (47 mg, 0.25 mmol) was added, then the mixture was stirred for another 30 minutes. Ice was added, then the mixture was extracted with EtOAc. The organic phase was washed with water then saturated NaCl(aq), dried over Na2SO4, filtered, then concentrated... Starting materials: solution, [Br-].C(C1=CC=CC=C1)[Zn+] (benzylzinc bromide), C1CCOC1 (THF), CN1N=C(C=2CCC=3C=NC(=NC3C21)SC)C(=O)OCC (ethyl 1-methyl-8-(methylthio)-4,5-dihydro-1H-pyrazolo[4,3-h]quinazoline-3-carboxylate), C([O-])(O)=O.[Na+] (sodium bicarbonate). Reagents/catalysts: C=1C=CC(=CC1)[P](C=2C=CC=CC2)(C=3C=CC=CC3)[Pd]([P](C=4C=CC=CC4)(C=5C=CC=CC5)C=6C=CC=CC6)([P](C=7C=CC=CC7)(C=8C=CC=CC8)C=9C=CC=CC9)[P](C=1C=CC=CC1)(C=1C=CC=CC1)C=1C=CC=CC1 (Pd(PPh3)4). Run in C(C)(=O)OCC (ethyl acetate). Reaction conditions: temperature 60 celsius. Product: C(C1=CC=CC=C1)C1=NC=2C3=C(CCC2C=N1)C(=NN3C)C(=O)OCC (Ethyl 8-benzyl-1-methyl-4,5-dihydro-1H-pyrazolo[4,3-h]quinazoline-3-carboxylate). As a reaction SMILES: [Br-].[CH2:2]([Zn+])[C:3]1[CH:8]=[CH:7][CH:6]=[CH:5][CH:4]=1.C1COCC1.[CH3:15][N:16]1[C:28]2[C:27]3[N:26]=[C:25](SC)[N:24]=[CH:23][C:22]=3[CH2:21][CH2:20][C:19]=2[C:18]([C:31]([O:33][CH2:34][CH3:35])=[O:32])=[N:17]1.C(=O)(O)[O-].[Na+]>C1C=CC([P]([Pd]([P](C2C=CC=CC=2)(C2C=CC=CC=2)C2C=CC=CC=2)([P](C2C=CC=CC=2)(C2C=CC=CC=2)C2C=CC=CC=2)[P](C2C=CC=CC=2)(C2C=CC=CC=2)C2C=CC=CC=2)(C2C=CC=CC=2)C2C=CC=CC=2)=CC=1.C(OCC)(=O)C>[CH2:2]([C:25]1[N:24]=[CH:23][C:22]2[CH2:21][CH2:20][C:19]3[C:18]([C:31]([O:33][CH2:34][CH3:35])=[O:32])=[N:17][N:16]([CH3:15])[C:28]=3[C:27]=2[N:26]=1)[C:3]1[CH:8]=[CH:7][CH:6]=[CH:5][CH:4]=1 |f:0.1,4.5,^1:44,46,65,84|. Procedure: Under a nitrogen atmosphere, a 0.5 M solution of benzylzinc bromide in THF (3.11 mL, 1.556 mmol) was added to a mixture of ethyl 1-methyl-8-(methylthio)-4,5-dihydro-1H-pyrazolo[4,3-h]quinazoline-3-carboxylate (237 mg, 0.778 mmol) and Pd(PPh3)4 (9 mg, 0.0078 mmol, 1%). After 20 hours of heating at 60° C. under nitrogen, the mixture was cooled to room temperature, shaken with aqueous sodium bicarbonate and ethyl acetate and then filtered. The organic phase was then separated and the aqueous phase ... Reactants: C(C)C=1C=NC(=NC1)NCCC1=CC(=C(C=C1)OC)F (5-ethyl-N-[2-(3-fluoro-4-methoxyphenyl)ethyl]pyrimidin-2-amine), FC(C1=CC=C(CBr)C=C1)(F)F (4-trifluoromethyl benzyl bromide). Product: C(C)C=1C=NC(=NC1)N(CCC1=CC(=C(C=C1)O)F)CC1=CC=C(C=C1)C(F)(F)F (4-(2-{(5-Ethylpyrimidin-2-yl)[4-(trifluoromethyl)benzyl]amino}ethyl)-2-fluorophenol). Reaction SMILES: [CH2:1]([C:3]1[CH:4]=[N:5][C:6]([NH:9][CH2:10][CH2:11][C:12]2[CH:17]=[CH:16][C:15]([O:18]C)=[C:14]([F:20])[CH:13]=2)=[N:7][CH:8]=1)[CH3:2].[F:21][C:22]([F:32])([F:31])[C:23]1[CH:30]=[CH:29][C:26]([CH2:27]Br)=[CH:25][CH:24]=1>>[CH2:1]([C:3]1[CH:4]=[N:5][C:6]([N:9]([CH2:27][C:26]2[CH:25]=[CH:24][C:23]([C:22]([F:21])([F:31])[F:32])=[CH:30][CH:29]=2)[CH2:10][CH2:11][C:12]2[CH:17]=[CH:16][C:15]([OH:18])=[C:14]([F:20])[CH:13]=2)=[N:7][CH:8]=1)[CH3:2]. Procedure: Similarly prepared from 5-ethyl-N-[2-(3-fluoro-4-methoxyphenyl)ethyl]pyrimidin-2-amine and 4-trifluoromethyl benzyl bromide. Reaction conditions: time 6 hour. Reported procedure: [2-(2-Nitro-5-trifluoromethylphenyl)-1-(4-methoxyphenyl)ethyl]propanedioic acid, dimethyl ester (46.54 g; 0.102 mole; see Example 4A) was dissolved in dry dimethylformamide (290 ml) under argon. Fifty percent sodium hydride (5.89 g; 0.123 mole; prewashed-hexane) was added with stirring which was continued for 20 minutes before allyl bromide (44 ml; 61.7 g; 0.510 mmole; d=1.398; 5 eq.) was added dropwise. After six hours, 40 minutes, the reaction was quenched with 1N hydrochloric acid. The soluti... Yields the product C(C=C)C(C(=O)OC)(C(=O)OC)C(CC1=C(C=CC(=C1)C(F)(F)F)[N+](=O)[O-])C1=CC=C(C=C1)OC (α-(2-Propenyl)-[2-(2-nitro-5-trifluoromethylphenyl)-1-(4-methoxyphenyl)ethyl]propanedioic acid, dimethyl ester). Run in CN(C=O)C (dimethylformamide). Starting materials: [H-].[Na+] (sodium hydride), [N+](=O)([O-])C1=C(C=C(C=C1)C(F)(F)F)CC(C1=CC=C(C=C1)OC)C(C(=O)OC)C(=O)OC ([2-(2-Nitro-5-trifluoromethylphenyl)-1-(4-methoxyphenyl)ethyl]propanedioic acid, dimethyl ester), C(C=C)Br (allyl bromide). As a reaction SMILES: [N+:1]([C:4]1[CH:9]=[CH:8][C:7]([C:10]([F:13])([F:12])[F:11])=[CH:6][C:5]=1[CH2:14][CH:15]([CH:24]([C:29]([O:31][CH3:32])=[O:30])[C:25]([O:27][CH3:28])=[O:26])[C:16]1[CH:21]=[CH:20][C:19]([O:22][CH3:23])=[CH:18][CH:17]=1)([O-:3])=[O:2].[H-].[Na+].[CH2:35](Br)[CH:36]=[CH2:37]>CN(C)C=O>[CH2:37]([C:24]([CH:15]([C:16]1[CH:21]=[CH:20][C:19]([O:22][CH3:23])=[CH:18][CH:17]=1)[CH2:14][C:5]1[CH:6]=[C:7]([C:10]([F:11])([F:12])[F:13])[CH:8]=[CH:9][C:4]=1[N+:1]([O-:3])=[O:2])([C:29]([O:31][CH3:32])=[O:30])[C:25]([O:27][CH3:28])=[O:26])[CH:36]=[CH2:35] |f:1.2|. Starting materials: C(C1=CC=C(C=C1)OC)C1=C(N=C2SCCN21)CC2=CC=C(C=C2)OC (5,6-bis(p-anisyl)-2,3-dihydroimidazo[2,1-b]thiazole), C(C(O)C(O)C(=O)O)(=O)O (tartaric acid). Solvent: C(C)O (ethanol), C(C)O (ethanol). Yields the product C(=O)(O)C(O)C(O)C(=O)O.C(C1=CC=C(C=C1)OC)C1=C(N=C2SCCN21)CC2=CC=C(C=C2)OC (5,6-bis(p-anisyl)-2,3-dihydroimidazo[2,1-b]thiazole tartrate). RXN SMILES: [CH2:1]([C:10]1[N:17]2[C:13]([S:14][CH2:15][CH2:16]2)=[N:12][C:11]=1[CH2:18][C:19]1[CH:24]=[CH:23][C:22]([O:25][CH3:26])=[CH:21][CH:20]=1)[C:2]1[CH:7]=[CH:6][C:5]([O:8][CH3:9])=[CH:4][CH:3]=1.[C:27]([OH:36])(=[O:35])[CH:28]([CH:30]([C:32]([OH:34])=[O:33])[OH:31])[OH:29]>C(O)C>[C:32]([CH:30]([CH:28]([C:27]([OH:36])=[O:35])[OH:29])[OH:31])([OH:34])=[O:33].[CH2:1]([C:10]1[N:17]2[C:13]([S:14][CH2:15][CH2:16]2)=[N:12][C:11]=1[CH2:18][C:19]1[CH:24]=[CH:23][C:22]([O:25][CH3:26])=[CH:21][CH:20]=1)[C:2]1[CH:3]=[CH:4][C:5]([O:8][CH3:9])=[CH:6][CH:7]=1 |f:3.4|. Procedure details: To a solution of 5,6-bis(p-anisyl)-2,3-dihydroimidazo[2,1-b]thiazole in absolute ethanol is added a solution containing an equimolar amount of tartaric acid dissolved in ethanol. The mixture is stripped of solvent to give 5,6-bis(p-anisyl)-2,3-dihydroimidazo[2,1-b]thiazole tartrate, m.p. 193°-200° C. As a reaction SMILES: [CH3:25][Re:26](=[O:27])(=[O:28])=[O:29].[Cl:22][CH2:23][Cl:24].[F:1][c:2]1[cH:3][cH:4][c:5]([CH2:8][C:9]([O:10][CH3:11])([O:12][CH3:13])[c:14]2[cH:15][cH:16][n:17][cH:18][cH:19]2)[cH:6][cH:7]1.[OH:20][OH:21]>>[F:1][c:2]1[cH:3][cH:4][c:5]([CH2:8][C:9]([O:10][CH3:11])([O:12][CH3:13])[c:14]2[cH:15][cH:16][n+:17]([O-:20])[cH:18][cH:19]2)[cH:6][cH:7]1. Starting materials: C[Re](=O)(=O)=O, ClCCl, COC(Cc1ccc(F)cc1)(OC)c1ccncc1, OO. The product is COC(Cc1ccc(F)cc1)(OC)c1cc[n+]([O-])cc1.